Dataset: the Open Reaction Database (ORD), a public repository of structured organic reaction records. Task: describe an organic reaction: reactants, conditions, products, and yield The reactants are CC1(C)CC(O)c2cc(OCc3ccccc3)ccc2O1, Cc1ccccc1, O, Cc1ccc(S(=O)(=O)O)cc1. Yields the product CC1(C)C=Cc2cc(OCc3ccccc3)ccc2O1. Reaction SMILES: [CH2:1]([c:2]1[cH:3][cH:4][cH:5][cH:6][cH:7]1)[O:8][c:9]1[cH:10][c:11]2[c:16]([cH:17][cH:18]1)[O:15][C:14]([CH3:19])([CH3:20])[CH2:13][CH:12]2[OH:21].[CH3:34][c:35]1[cH:36][cH:37][cH:38][cH:39][cH:40]1.[OH2:33].[c:22]1([CH3:23])[cH:24][cH:25][c:26]([S:27]([OH:28])(=[O:29])=[O:30])[cH:31][cH:32]1>>[CH2:1]([c:2]1[cH:3][cH:4][cH:5][cH:6][cH:7]1)[O:8][c:9]1[cH:10][c:11]2[c:16]([cH:17][cH:18]1)[O:15][C:14]([CH3:19])([CH3:20])[CH:13]=[CH:12]2. Starting materials: R,S-1-phenyl-3-aminobutane, P(=O)([O-])([O-])[O-].[K+].[K+].[K+] (potassium phosphate), C(C(=O)C)(=O)[O-].[Na+] (sodium pyruvate), CC1=C(C(=C(C=N1)COP(=O)(O)O)C=O)O (pyridoxal phosphate). Conditions: time 2 hour. The product is C1(=CC=CC=C1)CCC(C)=O (1-phenylbutan-3-one). As a reaction SMILES: [C:1]([O-])(=O)[C:2]([CH3:4])=O.[Na+].[CH3:8][C:9]1N=[CH:13][C:12]([CH2:15]OP(O)(O)=O)=[C:11](C=O)[C:10]=1O.P([O-])([O-])([O-])=[O:25].[K+].[K+].[K+]>>[C:12]1([CH2:11][CH2:10][C:9](=[O:25])[CH3:8])[CH:13]=[CH:4][CH:2]=[CH:1][CH:15]=1 |f:0.1,3.4.5.6|. Procedure details: A 140 mL. solution of 10 mM R,S-1-phenyl-3-aminobutane, 100M of sodium pyruvate, 0.1 mM of pyridoxal phosphate, and 25 mM of potassium phosphate (pH 7) was circulated through the above matrix at ambient temperatures and a rate of 5 mL/min. After two hours, the circulating liquid was removed from the apparatus. The concentration of 1-phenylbutan-3-one formed was 5.2 mM while that of R-1-phenyl-3-aminobutane was 4.8 mM. The pH was adjusted to 12.5 and R-1-phenyl-3-aminobutane was isolated quantita... Product: CC(C)c1nc(C(=O)N2CCOC3(CCN(Cc4ccc(Cl)c(CC=O)c4)CC3)C2)cs1. RXN SMILES: [Cl:1][c:2]1[c:3]([CH2:30][CH2:31][OH:32])[cH:4][c:5]([CH2:6][N:7]2[CH2:8][CH2:9][C:10]3([CH2:11][N:12]([C:16](=[O:17])[c:18]4[n:19][c:20]([CH:23]([CH3:24])[CH3:25])[s:21][cH:22]4)[CH2:13][CH2:14][O:15]3)[CH2:26][CH2:27]2)[cH:28][cH:29]1.[Cl:40][CH2:41][Cl:42].[OH:33][C:34]([C:35]([F:36])([F:37])[F:38])=[O:39]>>[Cl:1][c:2]1[c:3]([CH2:30][CH:31]=[O:32])[cH:4][c:5]([CH2:6][N:7]2[CH2:8][CH2:9][C:10]3([CH2:11][N:12]([C:16](=[O:17])[c:18]4[n:19][c:20]([CH:23]([CH3:24])[CH3:25])[s:21][cH:22]4)[CH2:13][CH2:14][O:15]3)[CH2:26][CH2:27]2)[cH:28][cH:29]1. Reactants: CC(C)c1nc(C(=O)N2CCOC3(CCN(Cc4ccc(Cl)c(CCO)c4)CC3)C2)cs1, ClCCl, O=C(O)C(F)(F)F. The reactants are BrC=1C=C2C(CC(OC2=CC1)C1=CC=CC=C1)=O (6-bromo-2-phenylchroman-4-one), [Li]CCCC (n-BuLi), C1=CC=C(C=C1)P(C2=CC=CC=C2)C3=CC=CC=C3 (PPh3), CI (MeI). Solvent: C1CCOC1 (THF). Reaction conditions: time 1 hour. Yields the product BrC=1C=C2C(CC(OC2=CC1)C1=CC=CC=C1)=C (6-bromo-4-methylene-2-phenylchroman). Isolated yield 20.0%. As a reaction SMILES: [Li][CH2:2]CCC.C1C=CC(P(C2C=CC=CC=2)C2C=CC=CC=2)=CC=1.CI.[Br:27][C:28]1[CH:29]=[C:30]2[C:35](=[CH:36][CH:37]=1)[O:34][CH:33]([C:38]1[CH:43]=[CH:42][CH:41]=[CH:40][CH:39]=1)[CH2:32][C:31]2=O>C1COCC1>[Br:27][C:28]1[CH:29]=[C:30]2[C:35](=[CH:36][CH:37]=1)[O:34][CH:33]([C:38]1[CH:43]=[CH:42][CH:41]=[CH:40][CH:39]=1)[CH2:32][C:31]2=[CH2:2]. Procedure: A solution of n-BuLi (2.5 M, 3.80 mL) was added to a mixture of PPh3.MeI. (4.092 g, 10.13 mmol) in THF at −10. The mixture was stirred for 1 h at the same temperature, and then 6-bromo-2-phenylchroman-4-one (2 g, 6.62 mmol) was added. The mixture was allowed to warm to room temperature and stirred for 3 h. The resulting mixture was concentrated and purified by column chromatography to give 6-bromo-4-methylene-2-phenylchroman (400 mg, 20%). 1H-NMR (CDCl3): 2.76 (m, 2H), 4.90 (d, 1H), 5.01 (m, 1H)... Starting materials: C(=O)N (formamide), [H-].[Na+] (sodium hydride), O (water), ClC1=NC2=CC=C(C=C2C(=N1)C1=CC=CC=C1)Cl (2,6-dichloro-4-phenylquinazoline). Solvent: CN(C)C=O (DMF). Reaction conditions: time 30 minute. The product is ClC=1C=C2C(=NC(=NC2=CC1)NC=O)C1=CC=CC=C1 (6-chloro-2-formamido-4-phenylquinazoline). Yield: 22.6%. Reaction SMILES: [CH:1]([NH2:3])=[O:2].[H-].[Na+].Cl[C:7]1[N:16]=[C:15]([C:17]2[CH:22]=[CH:21][CH:20]=[CH:19][CH:18]=2)[C:14]2[C:9](=[CH:10][CH:11]=[C:12]([Cl:23])[CH:13]=2)[N:8]=1.O>CN(C=O)C>[Cl:23][C:12]1[CH:13]=[C:14]2[C:9](=[CH:10][CH:11]=1)[N:8]=[C:7]([NH:3][CH:1]=[O:2])[N:16]=[C:15]2[C:17]1[CH:22]=[CH:21][CH:20]=[CH:19][CH:18]=1 |f:1.2|. Procedure details: To a solution of 54 mg of dry formamide in DMF (5 ml) was added 48 mg of sodium hydride (60%), followed by stirring at room temperature for 30 minutes. To the reaction mixture was added 275 mg of 2,6-dichloro-4-phenylquinazoline (compound No. Ia1-3), followed by warming to 85° C. and further stirring for 3 hours. The resulting reaction solution was poured into 100 ml of water and extracted with ethyl acetate. The extract was concentrated. The resulting residue was purified by silica gel column c... Starting materials: C1CCOC1, Cl, Cn1cnc(-c2nnc3c4cc(-c5ccccc5)c(-c5ccc(C6OCCO6)cc5)nc4ccn23)c1. Product: Cn1cnc(-c2nnc3c4cc(-c5ccccc5)c(-c5ccc(C=O)cc5)nc4ccn23)c1. Reaction SMILES: [CH2:38]1[O:39][CH2:40][CH2:41][CH2:42]1.[ClH:37].[O:1]1[CH:2]([c:6]2[cH:7][cH:8][c:9](-[c:12]3[n:13][c:14]4[cH:15][cH:16][n:17]5[c:18]([c:19]4[cH:20][c:21]3-[c:22]3[cH:23][cH:24][cH:25][cH:26][cH:27]3)[n:28][n:29][c:30]5-[c:31]3[n:32][cH:33][n:34]([CH3:36])[cH:35]3)[cH:10][cH:11]2)[O:5][CH2:4][CH2:3]1>>[O:1]=[CH:2][c:6]1[cH:7][cH:8][c:9](-[c:12]2[n:13][c:14]3[cH:15][cH:16][n:17]4[c:18]([c:19]3[cH:20][c:21]2-[c:22]2[cH:23][cH:24][cH:25][cH:26][cH:27]2)[n:28][n:29][c:30]4-[c:31]2[n:32][cH:33][n:34]([CH3:36])[cH:35]2)[cH:10][cH:11]1. The reactants are [OH-].[Na+] (sodium hydroxide), Cl (hydrochloric acid), ClC=1C(=CC=2C(C3=CC=CC=C3OC2C1)=O)O (3-chloro-2-hydroxy-9-oxo-9H-xanthene), C([O-])([O-])=O.[K+].[K+] (potassium carbonate), BrCC(=O)OCC (ethyl bromoacetate). Solvent: O (water), CN(C)C=O (DMF). Reaction conditions: time 2 hour. Yields the product ClC=1C(=CC=2C(C3=CC=CC=C3OC2C1)=O)OCC(=O)O (3-chloro-9-oxo9H-xanthene-2-yloxyacetic acid). Isolated yield 81.0%. RXN SMILES: [Cl:1][C:2]1[C:3]([OH:17])=[CH:4][C:5]2[C:6](=[O:16])[C:7]3[C:12]([O:13][C:14]=2[CH:15]=1)=[CH:11][CH:10]=[CH:9][CH:8]=3.C(=O)([O-])[O-].[K+].[K+].Br[CH2:25][C:26]([O:28]CC)=[O:27].[OH-].[Na+].Cl>O.CN(C=O)C>[Cl:1][C:2]1[C:3]([O:17][CH2:25][C:26]([OH:28])=[O:27])=[CH:4][C:5]2[C:6](=[O:16])[C:7]3[C:12]([O:13][C:14]=2[CH:15]=1)=[CH:11][CH:10]=[CH:9][CH:8]=3 |f:1.2.3,5.6|. Procedure: A mixture of 3-chloro-2-hydroxy-9-oxo-9H-xanthene (1.5 g), potassium carbonate (2.5 g), ethyl bromoacetate (3.1 g) and DMF (40 ml) was stirred at 65°-75° C. for 2 hours. After cooling the mixture, sodium hydroxide (4 g) and water (100 ml) were added and the resulting mixture was stirred at 90°-100° C. for 30 minutes. After cooling, the mixture was rendered acidic with hydrochloric acid and the solid crystal was recovered by filtration, washed with water and dried. Recrystallization from ethanol ... Reactants: solution, Cl (hydrochloric acid), FC=1C=C(C[C@@H]([C@@H](CNC2(CC2)C2=CC(=CC=C2)C(F)(F)F)O)NC(=O)C=2C=3CCN(C(C3C=CC2)=O)CCOC)C=C(C1)F (N-[(1S,2R)-1-(3,5-difluorobenzyl)-2-hydroxy-3-({1-[3-(trifluoromethyl)phenyl]cyclopropyl}amino)propyl]-2-(2-methoxyethyl)-1-oxo-1,2,3,4-tetrahydroisoquinoline-5-carboxamide). Solvent: C(C)OCC (ethyl ether), O1CCOCC1 (dioxane). Conditions: temperature 20 celsius. Yields the product Cl.FC=1C=C(C[C@@H]([C@@H](CNC2(CC2)C2=CC(=CC=C2)C(F)(F)F)O)NC(=O)C=2C=3CCN(C(C3C=CC2)=O)CCOC)C=C(C1)F (N-[(1S,2R)-1-(3,5-difluorobenzyl)-2-hydroxy-3-({1-[3-(trifluoromethyl)phenyl]cyclopropyl}amino)propyl]-2-(2-methoxyethyl)-1-oxo-1,2,3,4-tetrahydroisoquinoline-5-carboxamide hydrochloride). Reaction SMILES: [F:1][C:2]1[CH:3]=[C:4]([CH:42]=[C:43]([F:45])[CH:44]=1)[CH2:5][C@H:6]([NH:24][C:25]([C:27]1[C:28]2[CH2:29][CH2:30][N:31]([CH2:38][CH2:39][O:40][CH3:41])[C:32](=[O:37])[C:33]=2[CH:34]=[CH:35][CH:36]=1)=[O:26])[C@H:7]([OH:23])[CH2:8][NH:9][C:10]1([C:13]2[CH:18]=[CH:17][CH:16]=[C:15]([C:19]([F:22])([F:21])[F:20])[CH:14]=2)[CH2:12][CH2:11]1.[ClH:46]>O1CCOCC1.C(OCC)C>[ClH:46].[F:1][C:2]1[CH:3]=[C:4]([CH:42]=[C:43]([F:45])[CH:44]=1)[CH2:5][C@H:6]([NH:24][C:25]([C:27]1[C:28]2[CH2:29][CH2:30][N:31]([CH2:38][CH2:39][O:40][CH3:41])[C:32](=[O:37])[C:33]=2[CH:34]=[CH:35][CH:36]=1)=[O:26])[C@H:7]([OH:23])[CH2:8][NH:9][C:10]1([C:13]2[CH:18]=[CH:17][CH:16]=[C:15]([C:19]([F:22])([F:21])[F:20])[CH:14]=2)[CH2:11][CH2:12]1 |f:4.5|. Procedure details: 79 mg of N-[(1S,2R)-1-(3,5-difluorobenzyl)-2-hydroxy-3-({1-[3-(trifluoromethyl)phenyl]cyclopropyl}amino)propyl]-2-(2-methoxyethyl)-1-oxo-1,2,3,4-tetrahydroisoquinoline-5-carboxamide are dissolved in 2 cm3 of dioxane at a temperature close to 20° C. 1 cm3 of a 4M solution of hydrochloric acid in ethyl ether is added while stirring under argon, at a temperature of 20° C. The reaction mixture is concentrated under vacuum at a temperature of 40° C. 83 mg of N-[(1S,2R)-1-(3,5-difluorobenzyl)-2-hydrox... The reactants are C(C)(=O)O.C(C)(=O)O.O[C@@H]1C[C@@H]2CC[C@H]3[C@@H]4C[C@H](C([C@@]4(C)CC[C@@H]3[C@]2(CC1)C)=O)O (3β,16α-Dihydroxy-5α-androstan-17-one diacetate), CN (methylamine). The solvent is C(C)O (ethanol). Reaction conditions: time 45 minute. The product is C(C)(=O)O[C@@H]1C[C@@H]2CC[C@H]3[C@@H]4C[C@H]([C@@H]([C@@]4(C)CC[C@@H]3[C@]2(CC1)C)NC)O (17β-methylamino-5α-androstane-3β,16α-diol 3-acetate). RXN SMILES: [C:1]([OH:4])(=[O:3])[CH3:2].C(O)(=O)C.O[C@H:10]1[CH2:27][CH2:26][C@@:25]2([CH3:28])[C@@H:12]([CH2:13][CH2:14][C@@H:15]3[C@@H:24]2[CH2:23][CH2:22][C@@:20]2([CH3:21])[C@H:16]3[CH2:17][C@@H:18]([OH:30])[C:19]2=O)[CH2:11]1.[CH3:31][NH2:32]>C(O)C>[C:1]([O:4][C@H:10]1[CH2:27][CH2:26][C@@:25]2([CH3:28])[C@@H:12]([CH2:13][CH2:14][C@@H:15]3[C@@H:24]2[CH2:23][CH2:22][C@@:20]2([CH3:21])[C@H:16]3[CH2:17][C@@H:18]([OH:30])[C@@H:19]2[NH:32][CH3:31])[CH2:11]1)(=[O:3])[CH3:2] |f:0.1.2|. Procedure: 3β,16α-Dihydroxy-5α-androstan-17-one diacetate (18.8 g) was dissolved in a solution of methylamine in ethanol (33%; 188 ml) and the solution was stirred for 45 min. during which time a colourless solid precipitated. Sodium borohydride (10 g) was added portionwise to the stirred suspension, while keeping the temperature below 26° C. After 11/2 h. water was added and the product was filtered off and washed with water. The crude material was dissolved in methylene dichloride and the solution was wa...